Task: describe an organic reaction: reactants, conditions, products, and yield. Dataset: the Open Reaction Database (ORD), a public repository of structured organic reaction records Run at temperature 120 celsius, time 12 hour. The reagents and catalysts are PCy3. Starting materials: CCO[Si](OCC)(OCC)c1ccc(C)cc1 (effective_coupling_partner), CN(C)C(=O)Oc2ccc1ccccc1c2 (substrate). Product: Cc3ccc(c2ccc1ccccc1c2)cc3. Starting materials: CC(C)=O, Nc1cc(-n2ccc(=O)cc2)c(F)cc1[N+](=O)[O-]. Product: Nc1cc(F)c(-n2ccc(=O)cc2)cc1N. RXN SMILES: [CH3:19][C:20]([CH3:21])=[O:22].[N+:1]([O-:2])(=[O:3])[c:4]1[c:5]([NH2:6])[cH:7][c:8](-[n:12]2[cH:13][cH:14][c:15](=[O:18])[cH:16][cH:17]2)[c:9]([F:11])[cH:10]1>>[NH2:1][c:4]1[c:5]([NH2:6])[cH:7][c:8](-[n:12]2[cH:13][cH:14][c:15](=[O:18])[cH:16][cH:17]2)[c:9]([F:11])[cH:10]1. Reactants: COC(=O)c1ccc2c(c1)S(=O)(=O)c1ccccc1NC2=O, O=P(Cl)(Cl)Cl. The product is COC(=O)c1ccc2c(c1)S(=O)(=O)c1ccccc1N=C2Cl. Reaction SMILES: [O:1]=[C:2]1[NH:3][c:4]2[c:5]([cH:19][cH:20][cH:21][cH:22]2)[S:6](=[O:17])(=[O:18])[c:7]2[c:8]1[cH:9][cH:10][c:11]([C:13](=[O:14])[O:15][CH3:16])[cH:12]2.[P:23]([Cl:24])([Cl:25])([Cl:26])=[O:27]>>[C:2]1([Cl:25])=[N:3][c:4]2[c:5]([cH:19][cH:20][cH:21][cH:22]2)[S:6](=[O:17])(=[O:18])[c:7]2[c:8]1[cH:9][cH:10][c:11]([C:13](=[O:14])[O:15][CH3:16])[cH:12]2.